From a dataset of the Open Reaction Database (ORD), a public repository of structured organic reaction records. describe an organic reaction: reactants, conditions, products, and yield The reactants are ClC1(SC=C(N1)Cl)S(=O)(=O)Cl (2,4-dichlorothiazole-sulphonyl chloride), C1(CC1)N (cyclopropylamine). Product: C1(CC1)NS(=O)(=O)C1(SC=C(N1)Cl)Cl (N-cyclopropyl-2,4-dichlorothiazolesulphonamide), product. RXN SMILES: [Cl:1][C:2]1([S:8](Cl)(=[O:10])=[O:9])[NH:6][C:5]([Cl:7])=[CH:4][S:3]1.[CH:12]1([NH2:15])[CH2:14][CH2:13]1>>[CH:12]1([NH:15][S:8]([C:2]2([Cl:1])[NH:6][C:5]([Cl:7])=[CH:4][S:3]2)(=[O:10])=[O:9])[CH2:14][CH2:13]1. Procedure details: In analogy to Example 2, the N-cyclopropyl-2,4-dichlorothiazolesulphonamide was prepared by reacting 2,4-dichlorothiazole-sulphonyl chloride from Example 1 with anhydrous cyclopropylamine. Following recrystallization from toluene, 24.4 g of product were obtained (89.2% of the theoretical yield), m.p.: 90°-91° C.